From a dataset of the Open Reaction Database (ORD), a public repository of structured organic reaction records. describe an organic reaction: reactants, conditions, products, and yield Reactants: ClC(C(C(=O)OC)=O)C1=C(C=CC=C1)Cl (methyl 3-chloro-3-(o-chlorophenyl)pyruvate), C(C)(C)(C)NC(=O)N (tert-butyl urea). Solvent: C(Cl)Cl (methylene chloride). Yields the product CC(C)(C)NC=1OC(=C(N1)C(=O)OC)C1=C(C=CC=C1)Cl (Methyl 2-[(1,1-dimethylethyl)amino]5-(2-chlorophenyl)-4-oxazolecarboxylate). Yield: 37.4%. Reaction SMILES: Cl[CH:2]([C:9]1[CH:14]=[CH:13][CH:12]=[CH:11][C:10]=1[Cl:15])[C:3](=O)[C:4]([O:6][CH3:7])=[O:5].[C:16]([NH:20][C:21]([NH2:23])=[O:22])([CH3:19])([CH3:18])[CH3:17]>C(Cl)Cl>[CH3:17][C:16]([NH:20][C:21]1[O:22][C:2]([C:9]2[CH:14]=[CH:13][CH:12]=[CH:11][C:10]=2[Cl:15])=[C:3]([C:4]([O:6][CH3:7])=[O:5])[N:23]=1)([CH3:19])[CH3:18]. Procedure: By the procedure of Example 50, 12.35 g (50 mmol) of methyl 3-chloro-3-(o-chlorophenyl)pyruvate was reacted with 5.8 g (50 mmol) of tert-butyl urea at 105°-115° C. for 8 hours. The reaction mixture was cooled to ambient temperature and then diluted with methylene chloride, washed with water, dried over magnesium sulfate, and concentrated under reduced pressure to yield a yellow oil. This oil was purified by flash chromatography techniques on silic gel using 10% ethyl acetate in hexane as eluent.... Starting materials: Example 1 ( a ), N1=CC=CC2=CC=C(C=C12)NC(=O)C1=CC2=CC=C(C=C2C=C1)Br (6-Bromo-naphthalene-2-carboxylic acid quinolin-7-ylamide), N1=CC(=CC=C1)B(O)O (3-pyridine boronic acid). Yields the product N1=CC=CC2=CC=C(C=C12)NC(=O)C1=CC2=CC=C(C=C2C=C1)C=1C=NC=CC1 (6-Pyridin-3-yl-naphthalene-2-carboxylic acid quinolin-7-ylamide). RXN SMILES: [N:1]1[C:10]2[C:5](=[CH:6][CH:7]=[C:8]([NH:11][C:12]([C:14]3[CH:23]=[CH:22][C:21]4[C:16](=[CH:17][CH:18]=[C:19](Br)[CH:20]=4)[CH:15]=3)=[O:13])[CH:9]=2)[CH:4]=[CH:3][CH:2]=1.[N:25]1[CH:30]=[CH:29][CH:28]=[C:27](B(O)O)[CH:26]=1>>[N:1]1[C:10]2[C:5](=[CH:6][CH:7]=[C:8]([NH:11][C:12]([C:14]3[CH:23]=[CH:22][C:21]4[C:16](=[CH:17][CH:18]=[C:19]([C:27]5[CH:26]=[N:25][CH:30]=[CH:29][CH:28]=5)[CH:20]=4)[CH:15]=3)=[O:13])[CH:9]=2)[CH:4]=[CH:3][CH:2]=1. Procedure: This material was prepared analogous to the procedure described for Example 1 (a). 6-Bromo-naphthalene-2-carboxylic acid quinolin-7-ylamide, Example 32(b), (67 mg, 0.18 mmol) reacted with 3-pyridine boronic acid (24 mg, 0.2 mmol, Fluorochem) to give the title compound as a brown amorphous solid. MS (ESI, pos. ion) m/z: 376 (M+1). Reactants: [O-]CC.[Na+] (sodium ethoxide), C(CS)(=O)OCC (ethyl thioglycolate), ClC1=C(N=C(N1C)COC)C=O (5-chloro-4-formyl-2-methoxymethyl-1-methylimidazole). Run in C(C)O (ethanol), C(C)O (ethanol). Run at time 1 hour. Product: CN1C(=NC2=C1C=C(S2)C(=O)OCC)COC (Ethyl 1-methyl-2-methoxymethylthieno[2,3-d]imidazol-5-yl-carboxylate). Reaction SMILES: [O-][CH2:2]C.[Na+].[C:5]([O:9][CH2:10][CH3:11])(=[O:8])[CH2:6][SH:7].Cl[C:13]1[N:17](C)[C:16]([CH2:19][O:20][CH3:21])=[N:15][C:14]=1[CH:22]=O>C(O)C>[CH3:2][N:15]1[C:14]2[CH:22]=[C:6]([C:5]([O:9][CH2:10][CH3:11])=[O:8])[S:7][C:13]=2[N:17]=[C:16]1[CH2:19][O:20][CH3:21] |f:0.1|. Procedure details: To a freshly prepared sodium ethoxide solution (from 391 mg, 17 mmol of sodium) in 15 mL of ethanol were added dropwise 1.9 mL (2.1 g, 17 mmol) of ethyl thioglycolate. After 1 hour stirring at ambient temperature, 1.6 g (8.5 mmol) of 5-chloro-4-formyl-2-methoxymethyl-1-methylimidazole in 20 mL of absolute ethanol were added and the mixture was heated to 80° C. (analogously to B. Iddon et al., J. Chem. Soc. Perkin Trans. I, 1987, 1457). After 5 hours, the solvent was distilled off, the residue wa... Reactants: C, CO, Nc1c(C(=O)O)cccc1[N+](=O)[O-], [Pd]. The product is Nc1cccc(C(=O)O)c1N. RXN SMILES: [C:16].[CH3:14][OH:15].[NH2:1][c:2]1[c:3]([C:4](=[O:5])[OH:6])[cH:7][cH:8][cH:9][c:10]1[N+:11]([O-:12])=[O:13].[Pd:17]>>[NH2:1][c:2]1[c:3]([C:4](=[O:5])[OH:6])[cH:7][cH:8][cH:9][c:10]1[NH2:11]. Starting materials: CO, Cl, C1COCCO1, O=C(O)c1ccc2nc(-c3cc(C(=O)N4CCCC4)ccc3O)ccc2c1. The product is COC(=O)c1ccc2nc(-c3cc(C(=O)N4CCCC4)ccc3O)ccc2c1. Reaction SMILES: [CH3:28][OH:29].[ClH:30].[O:31]1[CH2:32][CH2:33][O:34][CH2:35][CH2:36]1.[OH:1][c:2]1[c:3](-[c:15]2[n:16][c:17]3[cH:18][cH:19][c:20]([C:25](=[O:26])[OH:27])[cH:21][c:22]3[cH:23][cH:24]2)[cH:4][c:5]([C:8](=[O:9])[N:10]2[CH2:11][CH2:12][CH2:13][CH2:14]2)[cH:6][cH:7]1>>[OH:1][c:2]1[c:3](-[c:15]2[n:16][c:17]3[cH:18][cH:19][c:20]([C:25]([O:26][CH3:28])=[O:27])[cH:21][c:22]3[cH:23][cH:24]2)[cH:4][c:5]([C:8](=[O:9])[N:10]2[CH2:11][CH2:12][CH2:13][CH2:14]2)[cH:6][cH:7]1. Reactants: ( m ), C(C)I (Ethyl iodide), ( m ), ( m ), ( m ), [Cl-].[Li+] (lithium chloride), C(C)(C)NC(C)C (diisopropylamine), ( m ), amide, ( m ), ( m ), OC(C(C)N(C(CC1=CC=CC=C1)=O)C)C1=CC=CC=C1 (N-(2-hydroxy-1-methyl-2-phenylethyl)-N-methyl benzeneacetamide), ( s ), ( m ), ( m ), C(CCC)[Li] (n-butyllithium), [Si](C)(C)(C)O[Si](C)(C)C (TMS ether). Solvent: O1CCCC1 (tetrahydrofuran), O1CCCC1 (tetrahydrofuran). Reaction conditions: temperature -78 celsius, time 10 minute. Yields the product C(C)C(C(=O)N(C)C(C(C1=CC=CC=C1)O)C)C1=CC=CC=C1 (α-ethyl-N-(2-hydroxy-1-methyl-2-phenylethyl)-N-methyl benzeneacetamide). Isolated yield 92.0%. Reaction SMILES: [Cl-].[Li+].[CH:3](NC(C)C)(C)[CH3:4].C([Li])CCC.[OH:15][CH:16]([C:30]1[CH:35]=[CH:34][CH:33]=[CH:32][CH:31]=1)[CH:17]([N:19]([CH3:29])[C:20](=[O:28])[CH2:21][C:22]1[CH:27]=[CH:26][CH:25]=[CH:24][CH:23]=1)[CH3:18].C(I)C.[Si](O[Si](C)(C)C)(C)(C)C>O1CCCC1>[CH2:3]([CH:21]([C:22]1[CH:23]=[CH:24][CH:25]=[CH:26][CH:27]=1)[C:20]([N:19]([CH:17]([CH3:18])[CH:16]([OH:15])[C:30]1[CH:35]=[CH:34][CH:33]=[CH:32][CH:31]=1)[CH3:29])=[O:28])[CH3:4] |f:0.1|. Reported procedure: A dry 500 mL round-bottomed flask was charged with lithium chloride (4.24 g, 100 mmol, 10.0 equiv), diisopropylamine (3.1 mL, 22.1 mmol, 2.21 equiv), and tetrahydrofuran (35 mL). The suspension was cooled to -78° C., and n-butyllithium (2.04M in hexanes, 10.20 mL, 20.8 mmol, 2.08 equiv) was added via cannula, and the mixture was briefly warmed to 0° C. and then recooled to -78° C. [1S-[1R*, 2R*]]-N-(2-hydroxy-1-methyl-2-phenylethyl)-N-methyl benzeneacetamide (2.83 g, 10.0 mmol, 1.0 equiv) was ad... Solvent: C(C)(=O)OCC (ethyl acetate). Starting materials: ClCC1=C(C=CC=C1)C(C#N)=O (2-(2-chloromethylphenyl)-2-oxoacetonitrile), O (water), Cl.O1CCOCC1 (hydrogen chloride dioxane), O (water). The product is ClCC1=C(C=CC=C1)C(C(=O)N)=O (2-(2-chloromethylphenyl)-2-oxoacetamide). Reaction SMILES: [Cl:1][CH2:2][C:3]1[CH:8]=[CH:7][CH:6]=[CH:5][C:4]=1[C:9](=[O:12])[C:10]#[N:11].O.Cl.[O:15]1CCOCC1>C(OCC)(=O)C>[Cl:1][CH2:2][C:3]1[CH:8]=[CH:7][CH:6]=[CH:5][C:4]=1[C:9](=[O:12])[C:10]([NH2:11])=[O:15] |f:2.3|. Reaction conditions: time 3 day. Reported procedure: Crude 2-(2-chloromethylphenyl)-2-oxoacetonitrile (purity: about 72%)(17.6 g), water (1.76 g) and 5N hydrogen chloride/dioxane solution (200 ml) were added into a round-bottom flask. The flask was stoppered, and then the mixture was stirred at room temperature for 3 days. After the reaction mixture was ice-cooled, water (150 ml) was added, and the mixture was stirred at room temperature for 40 minutes. The reaction mixture was diluted with ethyl acetate, and washed successively with a saturated a... Reactants: FC1=C(C=CC=C1)[C@@H]1COC2=CC(=CC=C2[C@@H]1C1=CC=C(C=C1)OCCN1CCCC1)OC ((±)-cis-3-(2-fluorophenyl)-7-methoxy-4-(4-(2-pyrrolidinoethoxy)phenyl)chromane), Cl.N1=CC=CC=C1 (pyridine hydrochloride). The product is FC1=C(C=CC=C1)[C@@H]1COC2=CC(=CC=C2[C@@H]1C1=CC=C(C=C1)OCCN1CCCC1)O ((±)-cis-3-(2-Fluorophenyl)-7-hydroxy-4-(4-(2-pyrrolidinoethoxy)phenyl)chromane). Reaction SMILES: [F:1][C:2]1[CH:7]=[CH:6][CH:5]=[CH:4][C:3]=1[C@H:8]1[C@@H:17]([C:18]2[CH:23]=[CH:22][C:21]([O:24][CH2:25][CH2:26][N:27]3[CH2:31][CH2:30][CH2:29][CH2:28]3)=[CH:20][CH:19]=2)[C:16]2[C:11](=[CH:12][C:13]([O:32]C)=[CH:14][CH:15]=2)[O:10][CH2:9]1.Cl.N1C=CC=CC=1>>[F:1][C:2]1[CH:7]=[CH:6][CH:5]=[CH:4][C:3]=1[C@H:8]1[C@@H:17]([C:18]2[CH:23]=[CH:22][C:21]([O:24][CH2:25][CH2:26][N:27]3[CH2:28][CH2:29][CH2:30][CH2:31]3)=[CH:20][CH:19]=2)[C:16]2[C:11](=[CH:12][C:13]([OH:32])=[CH:14][CH:15]=2)[O:10][CH2:9]1 |f:1.2|. Reported procedure: In an manner analogous to that described in step 5 for Example 10, (±)-cis-3-(2-fluorophenyl)-7-methoxy-4-(4-(2-pyrrolidinoethoxy)phenyl)chromane (0.20 g, 0.41 mmol) was de-methylated by heating with pyridine hydrochloride to give the title compound as an off-white foam. The reactants are ClC1=CC(=C(C=C1OC)C1=NN(C(=C1)C(F)(F)F)C(C)C)F (3-(4-chloro-2-fluoro-5-methoxyphenyl)-1-(1-methylethyl)-5-(trifluoromethyl)-1H-pyrazole), ClN1C(CCC1=O)=O (N-chlorosuccinimide), ice water. The solvent is CN(C=O)C (dimethylformamide). Reaction conditions: temperature 80 celsius. Product: ClC=1C(=NN(C1C(F)(F)F)C(C)C)C1=C(C=C(C(=C1)OC)Cl)F (4-chloro-3-(4-chloro-2-fluoro-5-methoxyphenyl)-1-(1-methylethyl)-5-(trifluoromethyl)-1H-pyrazole). Yield: 87.3%. As a reaction SMILES: [Cl:1][C:2]1[C:7]([O:8][CH3:9])=[CH:6][C:5]([C:10]2[CH:14]=[C:13]([C:15]([F:18])([F:17])[F:16])[N:12]([CH:19]([CH3:21])[CH3:20])[N:11]=2)=[C:4]([F:22])[CH:3]=1.[Cl:23]N1C(=O)CCC1=O>CN(C)C=O>[Cl:23][C:14]1[C:10]([C:5]2[CH:6]=[C:7]([O:8][CH3:9])[C:2]([Cl:1])=[CH:3][C:4]=2[F:22])=[N:11][N:12]([CH:19]([CH3:20])[CH3:21])[C:13]=1[C:15]([F:17])([F:18])[F:16]. Procedure: To a solution of 1.6 g of 3-(4-chloro-2-fluoro-5-methoxyphenyl)-1-(1-methylethyl)-5-(trifluoromethyl)-1H-pyrazole in 20 mL of dimethylformamide was added 2.0 g of N-chlorosuccinimide. The solution was heated to 80° C. for 2 hours, allowed to cool and poured into ice water. The aqueous mixture was extracted three times with methylene chloride, the combined organic extracts washed with water, dried with MgSO4 and concentrated to give a crude oil. The oil was purified by chromatography and distille...